Dataset: the Open Reaction Database (ORD), a public repository of structured organic reaction records. Task: describe an organic reaction: reactants, conditions, products, and yield The reactants are N=1C(=CN2N=CC=CC21)C=2C=C(C#N)C=CC2 (3-(imidazo[1,2-b]pyridazin-2-yl)benzonitrile). Solvent: CO (MeOH). RXN SMILES: [N:1]1[C:2]([C:10]2[CH:11]=[C:12]([CH:15]=[CH:16][CH:17]=2)[C:13]#[N:14])=[CH:3][N:4]2[C:9]=1[CH:8]=[CH:7][CH:6]=[N:5]2>N.O.CO.[Ni]>[N:1]1[C:2]([C:10]2[CH:11]=[C:12]([CH2:13][NH2:14])[CH:15]=[CH:16][CH:17]=2)=[CH:3][N:4]2[C:9]=1[CH:8]=[CH:7][CH:6]=[N:5]2 |f:1.2|. Yields the product N=1C(=CN2N=CC=CC21)C=2C=C(C=CC2)CN ((3-(imidazo[1,2-b]pyridazin-2-yl)phenyl)methanamine). The reagents and catalysts are N.O (NH3.H2O), [Ni] (Ni). Reported procedure: Raney-Ni (cat.) and NH3.H2O (4˜5 drops) were added to the solution of 3-(imidazo[1,2-b]pyridazin-2-yl)benzonitrile (25 mg) in MeOH. The mixture was stirred vigorously at room temperature for 1 h under hydrogen and the Raney-Ni was then removed. The filtration was concentrated in vacuo to give the (3-(imidazo[1,2-b]pyridazin-2-yl)phenyl)methanamine. Reaction conditions: time 1 hour. Starting materials: OCCOCCO, NN, O=C1c2ccccc2-c2ncccc21. Product: c1ccc2c(c1)Cc1cccnc1-2. RXN SMILES: [CH2:17]([OH:18])[CH2:19][O:20][CH2:21][CH2:22][OH:23].[NH2:15][NH2:16].[cH:1]1[cH:2][cH:3][n:4][c:5]2[c:13]1[C:12](=[O:14])[c:11]1[c:6]-2[cH:7][cH:8][cH:9][cH:10]1>>[cH:1]1[cH:2][cH:3][n:4][c:5]2[c:13]1[CH2:12][c:11]1[c:6]-2[cH:7][cH:8][cH:9][cH:10]1. The reactants are N[C@H]1CN(CC1)C1=NC(=C2N=CN(C2=N1)[C@H]1[C@@H]([C@@H]([C@H](C1)N1N=C(N=N1)CC)O)O)NCC(C1=CC=CC=C1)C1=CC=CC=C1 ((1R,2S,3R,5S)-3-[2-((R)-3-amino-pyrrolidin-1-yl)-6-(2,2-diphenyl-ethylamino)-purin-9-yl]-5-(5-ethyl-tetrazol-2-yl)-cyclopentane-1,2-diol), Cl.C1(=CC=CC=C1)C(CNC1=C2N=CN(C2=NC(=N1)N1C[C@@H](CC1)NC(=O)NCC1=NC=CC=C1)[C@H]1[C@@H]([C@@H]([C@H](C1)N1N=C(N=N1)CC)O)O)C1=CC=CC=C1 (1-((R)-1-{6-(2,2-Diphenyl-ethylamino)-9-[(1R,2S,3R,4S)-4-(5-ethyl-tetrazol-2-yl)-2,3-dihydroxy-cyclopentyl]-9H-purin-2-yl}-pyrrolidin-3-yl)-3-pyridin-2-ylmethyl-urea hydrochloride), COC(C1=CC=C(C=C1)CN)=O (4-aminomethyl-benzoic acid methyl ester). Product: Cl.COC(C1=CC=C(C=C1)CNC(=O)N[C@H]1CN(CC1)C1=NC(=C2N=CN(C2=N1)[C@H]1[C@@H]([C@@H]([C@H](C1)N1N=C(N=N1)CC)O)O)NCC(C1=CC=CC=C1)C1=CC=CC=C1)=O (4-[3-((R)-1-{6-(2,2-Diphenyl-ethylamino)-9-[(1R,2S,3R,4S)-4-(5-ethyl-tetrazol-2-yl)-2,3-dihydroxy-cyclopentyl]-9H-purin-2-yl}-pyrrolidin-3-yl)-ureidomethyl]-benzoic acid methyl ester hydrochloride). RXN SMILES: N[C@@H]1CCN(C2N=C3C(N=CN3[C@@H]3C[C@H](N4N=NC(CC)=N4)[C@@H](O)[C@H]3O)=C(NCC(C3C=CC=CC=3)C3C=CC=CC=3)N=2)C1.[ClH:45].[C:46]1([CH:52]([C:94]2[CH:99]=[CH:98][CH:97]=[CH:96][CH:95]=2)[CH2:53][NH:54][C:55]2[N:63]=[C:62]([N:64]3[CH2:68][CH2:67][C@@H:66]([NH:69][C:70](NCC4C=CC=CN=4)=[O:71])[CH2:65]3)[N:61]=[C:60]3[C:56]=2[N:57]=[CH:58][N:59]3[C@@H:80]2[CH2:84][C@H:83]([N:85]3[N:89]=[N:88][C:87]([CH2:90][CH3:91])=[N:86]3)[C@@H:82]([OH:92])[C@H:81]2[OH:93])[CH:51]=[CH:50][CH:49]=[CH:48][CH:47]=1.[CH3:100][O:101][C:102](=[O:111])[C:103]1[CH:108]=[CH:107][C:106]([CH2:109][NH2:110])=[CH:105][CH:104]=1>>[ClH:45].[CH3:100][O:101][C:102](=[O:111])[C:103]1[CH:108]=[CH:107][C:106]([CH2:109][NH:110][C:70]([NH:69][C@@H:66]2[CH2:67][CH2:68][N:64]([C:62]3[N:61]=[C:60]4[C:56]([N:57]=[CH:58][N:59]4[C@@H:80]4[CH2:84][C@H:83]([N:85]5[N:89]=[N:88][C:87]([CH2:90][CH3:91])=[N:86]5)[C@@H:82]([OH:92])[C@H:81]4[OH:93])=[C:55]([NH:54][CH2:53][CH:52]([C:94]4[CH:95]=[CH:96][CH:97]=[CH:98][CH:99]=4)[C:46]4[CH:47]=[CH:48][CH:49]=[CH:50][CH:51]=4)[N:63]=3)[CH2:65]2)=[O:71])=[CH:105][CH:104]=1 |f:1.2,4.5|. Reported procedure: This compound is prepared from ((1R,2S,3R,5S)-3-[2-((R)-3-amino-pyrrolidin-1-yl)-6-(2,2-diphenyl-ethylamino)-purin-9-yl]-5-(5-ethyl-tetrazol-2-yl)-cyclopentane-1,2-diol (Example 48) using a procedure analogous to that of 1-((R)-1-{6-(2,2-diphenyl-ethylamino)-9-[(1R,2S,3R,4S)-4-(5-ethyl-tetrazol-2-yl)-2,3-dihydroxcyclopentyl]-9H-purin-2-yl}-pyrrolidin-3-yl)-3-pyridin-2-ylmethyl-urea hydrochloride (Example 113) by replacing 2-aminomethyl pyridine with 4-aminomethyl-benzoic acid methyl ester. MS (E... Reactants: CCC(NC(=O)c1ccc(N2CCC(NCC(O)c3ccc(O)c(NS(C)(=O)=O)c3)CC2)cc1)C(=O)[O-], [Na+], [OH-]. The product is CS(=O)(=O)Nc1cc(C(O)CNC2CCN(c3ccc(C(=O)NCC(=O)O)cc3)CC2)ccc1O. RXN SMILES: [CH2:1]([CH3:2])[CH:3]([C:4](=[O:5])[O-:6])[NH:7][C:8]([c:9]1[cH:10][cH:11][c:12]([N:15]2[CH2:16][CH2:17][CH:18]([NH:21][CH2:22][CH:23]([c:24]3[cH:25][c:26]([NH:31][S:32](=[O:33])(=[O:34])[CH3:35])[c:27]([OH:30])[cH:28][cH:29]3)[OH:36])[CH2:19][CH2:20]2)[cH:13][cH:14]1)=[O:37].[Na+:39].[OH-:38]>>[CH2:3]([C:4](=[O:5])[OH:6])[NH:7][C:8]([c:9]1[cH:10][cH:11][c:12]([N:15]2[CH2:16][CH2:17][CH:18]([NH:21][CH2:22][CH:23]([c:24]3[cH:25][c:26]([NH:31][S:32](=[O:33])(=[O:34])[CH3:35])[c:27]([OH:30])[cH:28][cH:29]3)[OH:36])[CH2:19][CH2:20]2)[cH:13][cH:14]1)=[O:37]. Reactants: CC(C)(C)Cn1c(CBr)cc2cnc(C#N)nc21, O=C1CN(c2ccc(F)cc2)CC(=O)N1, [K+], [K+], O=C([O-])[O-], CN(C)C=O. Yields the product CC(C)(C)Cn1c(CN2C(=O)CN(c3ccc(F)cc3)CC2=O)cc2cnc(C#N)nc21. RXN SMILES: [Br:16][CH2:17][c:18]1[cH:19][c:20]2[c:21]([n:22][c:23]([C:26]#[N:27])[n:24][cH:25]2)[n:28]1[CH2:29][C:30]([CH3:31])([CH3:32])[CH3:33].[F:1][c:2]1[cH:3][cH:4][c:5]([N:8]2[CH2:9][C:10](=[O:15])[NH:11][C:12](=[O:14])[CH2:13]2)[cH:6][cH:7]1.[K+:34].[K+:35].[O-:36][C:37]([O-:38])=[O:39].[O:40]=[CH:41][N:42]([CH3:43])[CH3:44]>>[F:1][c:2]1[cH:3][cH:4][c:5]([N:8]2[CH2:9][C:10](=[O:15])[N:11]([CH2:17][c:18]3[cH:19][c:20]4[c:21]([n:22][c:23]([C:26]#[N:27])[n:24][cH:25]4)[n:28]3[CH2:29][C:30]([CH3:31])([CH3:32])[CH3:33])[C:12](=[O:14])[CH2:13]2)[cH:6][cH:7]1. Reagents/catalysts: [Pd] (palladium on carbon). RXN SMILES: [CH3:1][NH:2][S:3](/[CH:6]=[CH:7]/[C:8]1[CH:9]=[C:10]2[C:14](=[CH:15][CH:16]=1)[NH:13][CH:12]=[C:11]2[CH:17]1[CH2:22][CH2:21][N:20]([CH3:23])[CH2:19][CH2:18]1)(=[O:5])=[O:4].Cl.[H][H]>[Pd].CN(C)C=O>[CH3:1][NH:2][S:3]([CH2:6][CH2:7][C:8]1[CH:9]=[C:10]2[C:14](=[CH:15][CH:16]=1)[NH:13][CH:12]=[C:11]2[CH:17]1[CH2:22][CH2:21][N:20]([CH3:23])[CH2:19][CH2:18]1)(=[O:4])=[O:5]. The product is CNS(=O)(=O)CCC=1C=C2C(=CNC2=CC1)C1CCN(CC1)C (N-Methyl-3-(1-methyl-4-piperidinyl)-1H-indole-5-ethanesulphonamide). Reactants: CNS(=O)(=O)\C=C\C=1C=C2C(=CNC2=CC1)C1CCN(CC1)C ((E)-N-Methyl-2-[3-(1-methyl-4-piperidinyl)-1H-indole-5-yl]ethenesulphonamide), Cl (hydrogen chloride), [H][H] (hydrogen). Run in CN(C=O)C (dimethylformamide). Procedure: A solution of the product of stage (i) (5.78 g) in a mixture of ethanolic hydrogen chloride [prepared by adding acetyl chloride (1.71 g, 21.8 mmol) to IMS ethanol (400 ml) with stirring] and dimethylformamide (300 ml; added to the above to dissolve the starting material) was hydrogenated at room temperature and atmospheric pressure, using 10% palladium on carbon (5.00 g, 50% w/w with water) as the catalyst until uptake of hydrogen ceased. The mixture was filtered and the filtrate was evaporated ... Isolated yield 73.9%.